Task: describe an organic reaction: reactants, conditions, products, and yield. Dataset: the Open Reaction Database (ORD), a public repository of structured organic reaction records Reactants: C1(CC1)C(CC(=O)OCC)C1=NC=NC(=C1)OCC=1C=NC(=C(C1)CC(C)(C)C)C1=C(C=CC(=C1)OC)F (ethyl 3-cyclopropyl-3-(6-((6-(2-fluoro-5-methoxyphenyl)-5-neopentylpyridin-3-yl)methoxy)pyrimidin-4-yl)propanoate), [OH-].[Na+] (sodium hydroxide), Cl (Hydrochloric acid). Run in C1CCOC1 (THF), CO (methanol). Run at time 1 hour. The product is C1(CC1)C(CC(=O)O)C1=NC=NC(=C1)OCC=1C=NC(=C(C1)CC(C)(C)C)C1=C(C=CC(=C1)OC)F (3-cyclopropyl-3-(6-((5-(2,2-dimethylpropyl)-6-(2-fluoro-5-methoxyphenyl)pyridin-3-yl)methoxy)pyrimidin-4-yl)propanoic acid). Isolated yield 72.6%. As a reaction SMILES: [CH:1]1([CH:4]([C:11]2[CH:16]=[C:15]([O:17][CH2:18][C:19]3[CH:20]=[N:21][C:22]([C:30]4[CH:35]=[C:34]([O:36][CH3:37])[CH:33]=[CH:32][C:31]=4[F:38])=[C:23]([CH2:25][C:26]([CH3:29])([CH3:28])[CH3:27])[CH:24]=3)[N:14]=[CH:13][N:12]=2)[CH2:5][C:6]([O:8]CC)=[O:7])[CH2:3][CH2:2]1.[OH-].[Na+].Cl>C1COCC1.CO>[CH:1]1([CH:4]([C:11]2[CH:16]=[C:15]([O:17][CH2:18][C:19]3[CH:20]=[N:21][C:22]([C:30]4[CH:35]=[C:34]([O:36][CH3:37])[CH:33]=[CH:32][C:31]=4[F:38])=[C:23]([CH2:25][C:26]([CH3:29])([CH3:27])[CH3:28])[CH:24]=3)[N:14]=[CH:13][N:12]=2)[CH2:5][C:6]([OH:8])=[O:7])[CH2:2][CH2:3]1 |f:1.2|. Procedure details: To a solution of ethyl 3-cyclopropyl-3-(6-((6-(2-fluoro-5-methoxyphenyl)-5-neopentylpyridin-3-yl)methoxy)pyrimidin-4-yl)propanoate (489 mg) in THF (5.0 mL) and methanol (2.5 ml) was added 1N aqueous sodium hydroxide solution (5.0 mL), and the mixture was stirred at room temperature for 1 hr. 1N Hydrochloric acid (5.0 mL) was added to the reaction mixture at room temperature, and the mixture was extracted with ethyl acetate. The extract was washed with water and saturated brine, and dried over an...